From a dataset of the Open Reaction Database (ORD), a public repository of structured organic reaction records. describe an organic reaction: reactants, conditions, products, and yield Starting materials: BrC1=NC=C(C=C1)Br (2,5-dibromopyridine), N=1NN=CC1 (2H-(1,2,3)-triazole), C([O-])([O-])=O.[K+].[K+] (potassium carbonate). The solvent is CN1C(CCC1)=O (1-methyl-2-pyrrolidone). Reaction conditions: time 24 hour. Product: N1(N=NC=C1)C1=NC=C(C=C1)Br (2-[(1,2,3)-Triazol-1-yl]-5-bromopyridine). As a reaction SMILES: Br[C:2]1[CH:7]=[CH:6][C:5]([Br:8])=[CH:4][N:3]=1.[N:9]1[NH:10][N:11]=[CH:12][CH:13]=1.C(=O)([O-])[O-].[K+].[K+]>CN1CCCC1=O>[N:9]1([C:2]2[CH:7]=[CH:6][C:5]([Br:8])=[CH:4][N:3]=2)[CH:13]=[CH:12][N:11]=[N:10]1 |f:2.3.4|. Reported procedure: In 20 ml of 1-methyl-2-pyrrolidone was dissolved 1.72 g of 2,5-dibromopyridine, followed by the addition of 500 mg of 2H-(1,2,3)-triazole and 3 g of potassium carbonate at room temperature. Reaction was conducted at 100° C. for 24 hours. After completion of the reaction, the same post-treatment as in Preparation Example 3 was carried out to obtain the title compound. 120 mg. As a reaction SMILES: [CH2:1]([CH:2]=[CH2:3])[O:4][C:5](=[O:6])[N:7]1[CH2:8][CH2:9][C:10]([c:13]2[c:14](-[c:25]3[cH:26][c:27]([F:31])[n:28][cH:29][cH:30]3)[c:15](-[c:18]3[cH:19][cH:20][c:21]([F:24])[cH:22][cH:23]3)[nH:16][cH:17]2)=[CH:11][CH2:12]1.[ClH:41].[Na+:42].[OH:43][C:44](=[O:45])[O-:46].[c:32]1([CH:38]([CH3:39])[NH2:40])[cH:33][cH:34][cH:35][cH:36][cH:37]1>>[CH2:1]([CH:2]=[CH2:3])[O:4][C:5](=[O:6])[N:7]1[CH2:8][CH2:9][C:10]([c:13]2[c:14](-[c:25]3[cH:26][c:27]([NH:40][CH:38]([c:32]4[cH:33][cH:34][cH:35][cH:36][cH:37]4)[CH3:39])[n:28][cH:29][cH:30]3)[c:15](-[c:18]3[cH:19][cH:20][c:21]([F:24])[cH:22][cH:23]3)[nH:16][cH:17]2)=[CH:11][CH2:12]1. Product: C=CCOC(=O)N1CC=C(c2c[nH]c(-c3ccc(F)cc3)c2-c2ccnc(NC(C)c3ccccc3)c2)CC1. The reactants are C=CCOC(=O)N1CC=C(c2c[nH]c(-c3ccc(F)cc3)c2-c2ccnc(F)c2)CC1, Cl, [Na+], O=C([O-])O, CC(N)c1ccccc1. The reactants are ClCC(=O)OC (methyl chloroacetate), ClCl (chlorine), C[O-].[Na+] (sodium methoxide), C(C)(C)O (isopropanol). Solvent: O (water). Run at temperature 25 celsius, time 6.5 hour. Yields the product COCC(=O)OC(C)C (Isopropyl methoxyacetate). The yield is 77.0%. RXN SMILES: Cl[CH2:2][C:3]([O:5][CH3:6])=O.C[O-:8].[Na+].[CH:10]([OH:13])([CH3:12])[CH3:11].ClCl>O>[CH3:6][O:5][CH2:3][C:2]([O:13][CH:10]([CH3:12])[CH3:11])=[O:8] |f:1.2|. Reported procedure: 434.1 g (4.0 mol) of methyl chloroacetate are initially introduced and stirred at 25° C. 756.3 g (4.2 mol) of 30% strength sodium methoxide solution are added dropwise in the course of 2.5 h such that a reaction temperature of 65° C. is not exceeded. After the addition, stirring is continued at reflux temperature for a further 3 h. 407.5 g of methanol are then separated from the reaction mixture by distillation. 480.8 g (8 mol) of isopropanol are added to the residue and the mixture is heated un...